This data is from the Open Reaction Database (ORD), a public repository of structured organic reaction records. The task is: describe an organic reaction: reactants, conditions, products, and yield Reactants: C[Si](C)(C)[N-][Si](C)(C)C.[K+] (potassium bis(trimethylsilyl)amide), solution, C1(=CC=CC=C1)S(=O)(=O)CC(=O)OC (methyl 2-(phenylsulfonyl)acetate), Cl (HCl), P(=O)(O)(O)[O-].[K+] (potassium dihydrogen phosphate), C1(=CC=CC=C1)N(C(=O)OC(C1=CC(=C(C=C1)CC1=CN(C2=CC=C(C=C12)NC(CC1CCCC1)=O)CC)OC)=O)C1=CC=CC=C1 (4-[5-(2-cyclopentylacetamido)-1-ethylindol-3-ylmethyl]-3-methoxybenzoic N,N-diphenylcarbamic anhydride). Run in C1(=CC=CC=C1)C (toluene), O1CCCC1 (tetrahydrofuran), O1CCCC1 (THF). Yields the product C1(CCCC1)CC(=O)NC=1C=C2C(=CN(C2=CC1)CC)CC1=C(C=C(C(=O)C(C(=O)OC)S(=O)(=O)C2=CC=CC=C2)C=C1)OC (Methyl 2-[4-[5-(2-cyclopentylacetamido)-1-ethylindol-3-ylmethyl]-3-methoxybenzoyl]-2-phenylsulfonylacetate). As a reaction SMILES: C[Si]([N-][Si](C)(C)C)(C)C.[K+].[C:11]1([S:17]([CH2:20][C:21]([O:23][CH3:24])=[O:22])(=[O:19])=[O:18])[CH:16]=[CH:15][CH:14]=[CH:13][CH:12]=1.C1(N(C2C=CC=CC=2)C([O:34][C:35](=O)[C:36]2[CH:41]=[CH:40][C:39]([CH2:42][C:43]3[C:51]4[C:46](=[CH:47][CH:48]=[C:49]([NH:52][C:53](=[O:60])[CH2:54][CH:55]5[CH2:59][CH2:58][CH2:57][CH2:56]5)[CH:50]=4)[N:45]([CH2:61][CH3:62])[CH:44]=3)=[C:38]([O:63][CH3:64])[CH:37]=2)=O)C=CC=CC=1.P([O-])(O)(O)=O.[K+].Cl>C1(C)C=CC=CC=1.O1CCCC1>[CH:55]1([CH2:54][C:53]([NH:52][C:49]2[CH:50]=[C:51]3[C:46](=[CH:47][CH:48]=2)[N:45]([CH2:61][CH3:62])[CH:44]=[C:43]3[CH2:42][C:39]2[CH:40]=[CH:41][C:36]([C:35]([CH:20]([S:17]([C:11]3[CH:12]=[CH:13][CH:14]=[CH:15][CH:16]=3)(=[O:19])=[O:18])[C:21]([O:23][CH3:24])=[O:22])=[O:34])=[CH:37][C:38]=2[O:63][CH3:64])=[O:60])[CH2:59][CH2:58][CH2:57][CH2:56]1 |f:0.1,4.5|. Procedure details: A solution of potassium bis(trimethylsilyl)amide (7.1 ml of a 0.8M solution in toluene) was added to a solution of methyl 2-(phenylsulfonyl)acetate (1.24 g) in tetrahydrofuran (THF) (9.0 ml) at -78° C. This mixture was then added to a solution of 4-[5-(2-cyclopentylacetamido)-1-ethylindol-3-ylmethyl]-3-methoxybenzoic N,N-diphenylcarbamic anhydride (E) (600 mg) in THF at -78° C. The reaction solution was allowed to warm to room temperature overnight and saturated potassium dihydrogen phosphate (2... Reactants: COC(=O)Cc1cnc(NC(=O)OC(C)(C)C)cn1, Cl, C1COCCO1, C1COCCO1. The product is COC(=O)Cc1cnc(N)cn1. RXN SMILES: [C:1]([O:2][C:3](=[O:4])[NH:8][c:9]1[n:10][cH:11][c:12]([CH2:15][C:16](=[O:17])[O:18][CH3:19])[n:13][cH:14]1)([CH3:5])([CH3:6])[CH3:7].[ClH:26].[O:20]1[CH2:21][CH2:22][O:23][CH2:24][CH2:25]1.[O:27]1[CH2:28][CH2:29][O:30][CH2:31][CH2:32]1>>[NH2:8][c:9]1[n:10][cH:11][c:12]([CH2:15][C:16](=[O:17])[O:18][CH3:19])[n:13][cH:14]1.